Dataset: the Open Reaction Database (ORD), a public repository of structured organic reaction records. Task: describe an organic reaction: reactants, conditions, products, and yield Reactants: CO, COC(=O)C(C)Nc1ccc(F)c(F)c1F, [Li+], [OH-]. Product: CC(Nc1ccc(F)c(F)c1F)C(=O)O. RXN SMILES: [CH3:19][OH:20].[F:1][c:2]1[c:3]([NH:4][CH:5]([C:6](=[O:7])[O:8][CH3:9])[CH3:10])[cH:11][cH:12][c:13]([F:16])[c:14]1[F:15].[Li+:17].[OH-:18]>>[F:1][c:2]1[c:3]([NH:4][CH:5]([C:6](=[O:7])[OH:8])[CH3:10])[cH:11][cH:12][c:13]([F:16])[c:14]1[F:15].